From a dataset of the Open Reaction Database (ORD), a public repository of structured organic reaction records. describe an organic reaction: reactants, conditions, products, and yield Reactants: C(=O)O (formic acid), ClC1=CC=C(C=C1)C1C(NC=2C=CC=C(C2C1=O)C(=O)OCC)C1=CC=C(C=C1)CN(C)C (ethyl 3-(4-chlorophenyl)-2-(4-((dimethylamino)methyl)phenyl)-4-oxo-1,2,3,4-tetrahydroquinoline-5-carboxylate), O.NN (hydrazine monohydrate). Run in CO (methanol). Run at temperature 30 celsius, time 4 hour. The product is ClC1=CC=C(C=C1)C1C(NC=2C=3C1=NNC(C3C=CC2)=O)C2=CC=C(C=C2)CN(C)C (9-(4-Chlorophenyl)-8-(4-((dimethylamino)methyl)phenyl)-8,9-dihydro-2H-pyrido[4,3,2-de]phthalazin-3(7H)-one). Yield: 14.0%. Reaction SMILES: [Cl:1][C:2]1[CH:7]=[CH:6][C:5]([CH:8]2[C:17](=O)[C:16]3[C:15]([C:19]([O:21]CC)=O)=[CH:14][CH:13]=[CH:12][C:11]=3[NH:10][CH:9]2[C:24]2[CH:29]=[CH:28][C:27]([CH2:30][N:31]([CH3:33])[CH3:32])=[CH:26][CH:25]=2)=[CH:4][CH:3]=1.O.[NH2:35][NH2:36].C(O)=O>CO>[Cl:1][C:2]1[CH:7]=[CH:6][C:5]([CH:8]2[C:17]3=[N:35][NH:36][C:19](=[O:21])[C:15]4[CH:14]=[CH:13][CH:12]=[C:11]([C:16]=43)[NH:10][CH:9]2[C:24]2[CH:29]=[CH:28][C:27]([CH2:30][N:31]([CH3:33])[CH3:32])=[CH:26][CH:25]=2)=[CH:4][CH:3]=1 |f:1.2|. Procedure details: A mixture of ethyl 3-(4-chlorophenyl)-2-(4-((dimethylamino)methyl)phenyl)-4-oxo-1,2,3,4-tetrahydroquinoline-5-carboxylate (260 mg, 0.56 mmol) and hydrazine monohydrate (3 mL) in methanol (20 mL) was stirred at 30° C. for 4 hr. The mixture was concentrated to give crude product, which was purified by prep-HPLC to give the title compound (34 mg, yield 14%) as a white solid of formic acid salt. LC-MS (ESI) m/z: 431 (M+1)+. 1H-NMR (400 MHz, DMSO-d6) δ (ppm): 2.66 (s, 6H), 4.20-4.21 (d, J=4.8 Hz, 2H)... Reactants: CC(C)(C)[Si](C)(C)Oc1ccc(NC(=O)CCCl)cc1, OC1(Cc2ccccc2)CCNCC1. Product: CC(C)(C)[Si](C)(C)Oc1ccc(NC(=O)CCN2CCC(O)(Cc3ccccc3)CC2)cc1. RXN SMILES: [C:1]([CH3:2])([CH3:3])([CH3:4])[Si:5]([O:6][c:7]1[cH:8][cH:9][c:10]([NH:13][C:14]([CH2:15][CH2:16][Cl:17])=[O:18])[cH:11][cH:12]1)([CH3:19])[CH3:20].[CH2:21]([c:22]1[cH:23][cH:24][cH:25][cH:26][cH:27]1)[C:28]1([OH:34])[CH2:29][CH2:30][NH:31][CH2:32][CH2:33]1>>[C:1]([CH3:2])([CH3:3])([CH3:4])[Si:5]([O:6][c:7]1[cH:8][cH:9][c:10]([NH:13][C:14]([CH2:15][CH2:16][N:31]2[CH2:30][CH2:29][C:28]([CH2:21][c:22]3[cH:23][cH:24][cH:25][cH:26][cH:27]3)([OH:34])[CH2:33][CH2:32]2)=[O:18])[cH:11][cH:12]1)([CH3:19])[CH3:20]. Starting materials: CN, CCO, ClC1=NCc2ccccc2SC1. Yields the product CN=C1CSc2ccccc2CN1. Reaction SMILES: [CH3:13][NH2:14].[CH3:15][CH2:16][OH:17].[Cl:1][C:2]1=[N:8][CH2:7][c:6]2[c:5]([cH:12][cH:11][cH:10][cH:9]2)[S:4][CH2:3]1>>[C:2]1(=[N:14][CH3:13])[CH2:3][S:4][c:5]2[c:6]([cH:9][cH:10][cH:11][cH:12]2)[CH2:7][NH:8]1. Starting materials: CCOc1cc(CO)ccc1-c1ccc(F)cc1, ClCCl, O=[Mn]=O. The product is CCOc1cc(C=O)ccc1-c1ccc(F)cc1. RXN SMILES: [CH2:1]([CH3:2])[O:3][c:4]1[c:5](-[c:12]2[cH:13][cH:14][c:15]([F:18])[cH:16][cH:17]2)[cH:6][cH:7][c:8]([CH2:10][OH:11])[cH:9]1.[Cl:19][CH2:20][Cl:21].[O:22]=[Mn:23]=[O:24]>>[CH2:1]([CH3:2])[O:3][c:4]1[c:5](-[c:12]2[cH:13][cH:14][c:15]([F:18])[cH:16][cH:17]2)[cH:6][cH:7][c:8]([CH:10]=[O:11])[cH:9]1. Reactants: COC([C@@H](C[C@H](C(=O)OC(C)(C)C)NC(=O)OCC1=CC=CC=C1)CC=C)=O ((2R,4R)-4-allyl-2-benzyloxycarbonylamino-pentanedioic acid 1-tert-butyl ester 5-methyl ester), C(C)(=O)O (acetic acid), CSC (dimethyl sulfide). The solvent is C(Cl)Cl (methylene chloride), CO.C(Cl)Cl (methanol methylene chloride). Reaction conditions: time 48 hour. Yields the product COC(=O)[C@H]1C[C@@H](N(C(C1)OC)C(=O)OCC1=CC=CC=C1)C(=O)OC(C)(C)C ((2R,4S)-6-methoxy-piperidine-1,2,4-tricarboxylic acid 1-benzyl ester 2-tert-butyl ester 4-methyl ester). As a reaction SMILES: [CH3:1][O:2][C:3](=[O:28])[C@H:4]([CH2:25][CH:26]=C)[CH2:5][C@@H:6]([NH:14][C:15]([O:17][CH2:18][C:19]1[CH:24]=[CH:23][CH:22]=[CH:21][CH:20]=1)=[O:16])[C:7]([O:9][C:10]([CH3:13])([CH3:12])[CH3:11])=[O:8].[C:29](O)(=[O:31])C.CSC>CO.C(Cl)Cl.C(Cl)Cl>[CH3:1][O:2][C:3]([C@@H:4]1[CH2:25][CH:26]([O:31][CH3:29])[N:14]([C:15]([O:17][CH2:18][C:19]2[CH:24]=[CH:23][CH:22]=[CH:21][CH:20]=2)=[O:16])[C@@H:6]([C:7]([O:9][C:10]([CH3:12])([CH3:11])[CH3:13])=[O:8])[CH2:5]1)=[O:28] |f:3.4|. Reported procedure: Ozone gas was bubbled through a stirred, cold, (−78° C.) solution of (2R,4R)-4-allyl-2-benzyloxycarbonylamino-pentanedioic acid 1-tert-butyl ester 5-methyl ester (5.0 g, 12.8 mmol) in 100 mL of 10:1 methanol/methylene chloride, and 0.73 mL of acetic acid until a blue color persisted. Nitrogen gas was then bubbled through the solution until the blue color dissipated. The mixture was warmed to ambient temperature and dimethyl sulfide (2.8 mL, 3.83 mmol) was added. The mixture was stirred for 48 ho...